Dataset: the Open Reaction Database (ORD), a public repository of structured organic reaction records. Task: describe an organic reaction: reactants, conditions, products, and yield The reactants are Cl.COC=1C=C2C(=CC(OC2=CC1)=O)NC1CCNCC1 (6-methoxy-4-(piperidin-4-ylamino)-chromen-2-one hydrochloride), C(=O)C1=CC=C(C(=O)O)C=C1 (4-formyl-benzoic acid). The product is Cl.COC=1C=C2C(=CC(OC2=CC1)=O)NC1CCN(CC1)CC1=CC=C(C(=O)O)C=C1 (4-[4-(6-Methoxy-2-oxo-2H-chromen-4-ylamino)-piperidin-1-ylmethyl]-benzoic Acid Hydrochloride Salt). RXN SMILES: [ClH:1].[CH3:2][O:3][C:4]1[CH:5]=[C:6]2[C:11](=[CH:12][CH:13]=1)[O:10][C:9](=[O:14])[CH:8]=[C:7]2[NH:15][CH:16]1[CH2:21][CH2:20][NH:19][CH2:18][CH2:17]1.[CH:22]([C:24]1[CH:32]=[CH:31][C:27]([C:28]([OH:30])=[O:29])=[CH:26][CH:25]=1)=O>>[ClH:1].[CH3:2][O:3][C:4]1[CH:5]=[C:6]2[C:11](=[CH:12][CH:13]=1)[O:10][C:9](=[O:14])[CH:8]=[C:7]2[NH:15][CH:16]1[CH2:21][CH2:20][N:19]([CH2:22][C:24]2[CH:32]=[CH:31][C:27]([C:28]([OH:30])=[O:29])=[CH:26][CH:25]=2)[CH2:18][CH2:17]1 |f:0.1,3.4|. Reported procedure: According to Procedure C above, (I) (0.300 g of hydrochloride salt; 1.09 mmol) and 4-formyl-benzoic acid were allowed to react to afford after HPLC purification and precipitation with hydrochloric acid as described before, 0.182 g (35.4%) of the title compound. MS (DCI/NH3)(+)Q1MS m/z 409 (M+H)+; 1H NMR (500 MHz, pyridine-d5) δ ppm 1.78 (m, 2H), 2.13 (m, 4H), 2.89 (m, 2H), 3.42 (s, 3H), 3.56 (m, 1H), 3.57 (s, 2H), 5.72 (s, 1H), 7.15 (dd, J=9.05, 2.81 Hz, 1H), 7.34 (d, J=9.05 Hz, 1H), 7.53 (d, J=...